Dataset: the Open Reaction Database (ORD), a public repository of structured organic reaction records. Task: describe an organic reaction: reactants, conditions, products, and yield Reactants: CC(Oc1cnc(-c2ccc(S(C)(=O)=O)cc2)cn1)C1CCN(C(=O)OC(C)(C)C)CC1, CCN(C(C)C)C(C)C, CC(C)OC(=O)Cl, ClCCl, O=C(O)C(F)(F)F. The product is CC(C)OC(=O)N1CCC(C(C)Oc2cnc(-c3ccc(S(C)(=O)=O)cc3)cn2)CC1. Reaction SMILES: [CH3:1][S:2](=[O:3])(=[O:4])[c:5]1[cH:6][cH:7][c:8](-[c:11]2[n:12][cH:13][c:14]([O:17][CH:18]([CH3:19])[CH:20]3[CH2:21][CH2:22][N:23]([C:26](=[O:27])[O:28][C:29]([CH3:30])([CH3:31])[CH3:32])[CH2:24][CH2:25]3)[n:15][cH:16]2)[cH:9][cH:10]1.[CH:40]([N:41]([CH:42]([CH3:43])[CH3:44])[CH2:45][CH3:46])([CH3:47])[CH3:48].[Cl:49][C:50]([O:51][CH:52]([CH3:53])[CH3:54])=[O:55].[Cl:56][CH2:57][Cl:58].[F:33][C:34]([F:35])([F:36])[C:37]([OH:38])=[O:39]>>[CH3:1][S:2](=[O:3])(=[O:4])[c:5]1[cH:6][cH:7][c:8](-[c:11]2[n:12][cH:13][c:14]([O:17][CH:18]([CH3:19])[CH:20]3[CH2:21][CH2:22][N:23]([C:26](=[O:27])[O:28][CH:29]([CH3:30])[CH3:31])[CH2:24][CH2:25]3)[n:15][cH:16]2)[cH:9][cH:10]1. Starting materials: O=C(n1ccnc1)n1ccnc1, CNC(=O)C(C)(C)Nc1cccc(C2Nc3ccc(C(=O)O)cc3CC2(C)C)c1, CS(N)(=O)=O, CN(C)C=O, NS(=O)(=O)C1CC1, [H-], [Na+]. The product is CNC(=O)C(C)(C)Nc1cccc(C2Nc3ccc(C(=O)NS(=O)(=O)C4CC4)cc3CC2(C)C)c1. As a reaction SMILES: [C:39]([n:40]1[cH:41][cH:42][n:43][cH:44]1)([n:45]1[cH:46][cH:47][n:48][cH:49]1)=[O:50].[CH3:10][C:11]1([CH3:38])[CH:12]([c:24]2[cH:25][c:26]([NH:30][C:31]([CH3:32])([C:33]([NH:34][CH3:35])=[O:36])[CH3:37])[cH:27][cH:28][cH:29]2)[NH:13][c:14]2[cH:15][cH:16][c:17]([C:21](=[O:22])[OH:23])[cH:18][c:19]2[CH2:20]1.[CH3:51][S:52]([NH2:53])(=[O:54])=[O:55].[CH3:56][N:57]([CH3:58])[CH:59]=[O:60].[CH:1]1([S:4](=[O:5])(=[O:6])[NH2:7])[CH2:2][CH2:3]1.[H-:8].[Na+:9]>>[CH:1]1([S:4](=[O:5])(=[O:6])[NH:7][C:21]([c:17]2[cH:16][cH:15][c:14]3[c:19]([cH:18]2)[CH2:20][C:11]([CH3:10])([CH3:38])[CH:12]([c:24]2[cH:25][c:26]([NH:30][C:31]([CH3:32])([C:33]([NH:34][CH3:35])=[O:36])[CH3:37])[cH:27][cH:28][cH:29]2)[NH:13]3)=[O:22])[CH2:2][CH2:3]1.